This data is from the Open Reaction Database (ORD), a public repository of structured organic reaction records. The task is: describe an organic reaction: reactants, conditions, products, and yield Reactants: CC(C)(C)c1cc(CCC(=O)NN)cc(C(C)(C)C)c1O, O=C1C=CC(=O)O1, O, Cc1ccccc1C. The product is CC(C)(C)c1cc(CCC(=O)NN2C(=O)C=CC2=O)cc(C(C)(C)C)c1O. Reaction SMILES: [C:8]([CH3:9])([CH3:10])([CH3:11])[c:12]1[cH:13][c:14]([CH2:23][CH2:24][C:25](=[O:26])[NH:27][NH2:28])[cH:15][c:16]([C:19]([CH3:20])([CH3:21])[CH3:22])[c:17]1[OH:18].[O:1]=[C:2]1[O:3][C:4](=[O:5])[CH:6]=[CH:7]1.[OH2:37].[c:29]1([CH3:30])[c:31]([CH3:32])[cH:33][cH:34][cH:35][cH:36]1>>[C:2]1(=[O:3])[CH:7]=[CH:6][C:4](=[O:5])[N:28]1[NH:27][C:25]([CH2:24][CH2:23][c:14]1[cH:13][c:12]([C:8]([CH3:9])([CH3:10])[CH3:11])[c:17]([OH:18])[c:16]([C:19]([CH3:20])([CH3:21])[CH3:22])[cH:15]1)=[O:26].